From a dataset of the Open Reaction Database (ORD), a public repository of structured organic reaction records. describe an organic reaction: reactants, conditions, products, and yield Reactants: FC(C1=CC(=NC=C1)OC(C(=O)O)C)(F)F (2-(4-trifluoromethyl-2-pyridyloxy)propionic acid), solution, C(Cl)Cl (CH2Cl2). Run in CO (MeOH), CCCCCC (hexane). Reaction conditions: time 15 minute. Product: FC(C1=CC(=NC=C1)OC(C(=O)OC)C)(F)F (methyl 2-(4-trifluoromethyl-2-pyridyloxy)propionate). Reaction SMILES: [F:1][C:2]([F:16])([F:15])[C:3]1[CH:8]=[CH:7][N:6]=[C:5]([O:9][CH:10]([CH3:14])[C:11]([OH:13])=[O:12])[CH:4]=1.[CH2:17](Cl)Cl>CO.CCCCCC>[F:16][C:2]([F:15])([F:1])[C:3]1[CH:8]=[CH:7][N:6]=[C:5]([O:9][CH:10]([CH3:14])[C:11]([O:13][CH3:17])=[O:12])[CH:4]=1. Reported procedure: To a solution of 2-(4-trifluoromethyl-2-pyridyloxy)propionic acid (Step A, 15 g, 55 mol) in 100 mL CH2Cl2 and 100 mL MeOH at 0° C. was added trimethylsilydiazomethane (2 M solution in hexane) until a yellow color persisted. After stirring at room temperature for 15 min, the reaction mixture was concentrated to dryness, and the residue was purified by flash chromatography on silica gel eluted with 0 to 10% EtOAc in hexane to give methyl 2-(4-trifluoromethyl-2-pyridyloxy)propionate (10 g), which w... The reactants are BrC1=NC2=C(N1[C@H]1[C@H](OC(C)=O)[C@H](OC(C)=O)[C@H](O1)C)C=C(C=C2)C(F)(F)F (2-bromo-6-trifluoromethyl-1-(2,3-di-O-acetyl-5-deoxy-beta-D-ribofuranosyl)-1H-benzimidazole). Run in CCOC(=O)C.CCCCCC (EtOAc hexane). Yields the product BrC1=NC2=C(N1[C@H]1[C@H](O)[C@H](O)[C@H](O1)C)C=C(C=C2)C(F)(F)F (2-bromo-6-trifluoromethyl-1-(5-deoxy-beta-D-ribofuranosyl)-1H-benzimidazole). The yield is 14.0%. RXN SMILES: [Br:1][C:2]1[N:6]([C@@H:7]2[O:19][C@H:18]([CH3:20])[C@@H:13]([O:14]C(=O)C)[C@H:8]2[O:9]C(=O)C)[C:5]2[CH:21]=[C:22]([C:25]([F:28])([F:27])[F:26])[CH:23]=[CH:24][C:4]=2[N:3]=1>CCOC(C)=O.CCCCCC>[Br:1][C:2]1[N:6]([C@@H:7]2[O:19][C@H:18]([CH3:20])[C@@H:13]([OH:14])[C@H:8]2[OH:9])[C:5]2[CH:21]=[C:22]([C:25]([F:26])([F:27])[F:28])[CH:23]=[CH:24][C:4]=2[N:3]=1 |f:1.2|. Reported procedure: Starting with 2-bromo-6-trifluoromethyl-1-(2,3-di-O-acetyl-5-deoxy-beta-D-ribofuranosyl)-1H-benzimidazole, this compound was prepared according to general procedure III. Following two flash column chromatographic purifications on silica gel with EtOAc/hexane (3:2), a 14% yield of the title compound was obtained as a foam. 1H NMR (DMSO-d6) δ1.4 (d, 3H, Me), 3.8-3.9 (m, 1H, CH), 3.9-4.1 (m, 2H, 2×CH), 4.45 (q, 1H, CH), 5.3 (d, 1H, OH), 5.5 (d, 1H, OH), 5.91 (d,1H, CH), 7.6 (d, 1H, aromatic), 7.82 ... The reactants are NC=1SC2=C(N1)C=CC(=C2)[N+](=O)[O-] (2-amino-6-nitro benzothiazole), FC=1C=C(C=C(C1F)F)NC1=C(C(=O)O)C=CC=N1 (2-(3,4,5-trifluorophenylamino) nicotinic acid), CN(C)C=O (DMF), C(C)N=C=NCCCN(C)C (1-ethyl-3-(3-dimethylaminopropyl) carbodiimide). Conditions: temperature 27 celsius, time 9 hour. The product is [N+](=O)([O-])C1=CC2=C(N=C(S2)NC(=O)C=2C(=NC=CC2)NC2=CC(=C(C(=C2)F)F)F)C=C1 (N3-(6-nitro-1,3-benzothiazol-2-yl)-2-[(3,4,5-trifluorophenyl)amino]-3-pyridine carboxamide). RXN SMILES: [F:1][C:2]1[CH:3]=[C:4]([NH:10][C:11]2[N:19]=[CH:18][CH:17]=[CH:16][C:12]=2[C:13]([OH:15])=O)[CH:5]=[C:6]([F:9])[C:7]=1[F:8].CN(C=O)C.C(N=C=NCCCN(C)C)C.[NH2:36][C:37]1[S:38][C:39]2[CH:45]=[C:44]([N+:46]([O-:48])=[O:47])[CH:43]=[CH:42][C:40]=2[N:41]=1>>[N+:46]([C:44]1[CH:43]=[CH:42][C:40]2[N:41]=[C:37]([NH:36][C:13]([C:12]3[C:11]([NH:10][C:4]4[CH:5]=[C:6]([F:9])[C:7]([F:8])=[C:2]([F:1])[CH:3]=4)=[N:19][CH:18]=[CH:17][CH:16]=3)=[O:15])[S:38][C:39]=2[CH:45]=1)([O-:48])=[O:47]. Procedure: Compound 13 (185 mg, 1 mmol) and 3,4,5-trifluoro aniline (19, 147 mg, 1 mmol) was taken in ethylene glycol and refluxed at 150° C. for 5 h. Then the reaction mixture was cooled and extracted in ethyl acetate (4×25 mL) from the aqueous layer and concentrated in vacuo. The compound was further purified by column chromatography using 60-120 silica gel (ethyl acetate/hexane, 1:9) to obtain Ethyl 2-(3,4,5 trifluoroanilino) nicotinate (26) as pure product. Ethyl 2-(3,4,5 trifluoroanilino) nicotinate (... Reactants: [I-].COC(CC1=CC=C(C2=CC=CC=C12)[S+](C1=CC=CC=C1)C1=CC=CC=C1)=O ((4-(2-methoxy-2-oxoethyl)naphthalen-1-yl)diphenylsulfonium iodide), FC(COC(C(=C)C)=O)(S(=O)(=O)[O-])F.C(C)[NH+](CC)CC (triethylammonium 1,1-difluoro-2-(methacryloyloxy)ethanesulfonate), O (water). Run in C(Cl)Cl (DCM). The product is FC(COC(C(=C)C)=O)(S(=O)(=O)[O-])F.COC(CC1=CC=C(C2=CC=CC=C12)[S+](C1=CC=CC=C1)C1=CC=CC=C1)=O ((4-(2-methoxy-2-oxoethyl)naphthalen-1-yl)diphenylsulfonium 1,1-difluoro-2-(methacryloyloxy)ethanesulfonate). RXN SMILES: [I-].[CH3:2][O:3][C:4](=[O:29])[CH2:5][C:6]1[C:15]2[C:10](=[CH:11][CH:12]=[CH:13][CH:14]=2)[C:9]([S+:16]([C:23]2[CH:28]=[CH:27][CH:26]=[CH:25][CH:24]=2)[C:17]2[CH:22]=[CH:21][CH:20]=[CH:19][CH:18]=2)=[CH:8][CH:7]=1.[F:30][C:31]([F:43])([S:39]([O-:42])(=[O:41])=[O:40])[CH2:32][O:33][C:34](=[O:38])[C:35]([CH3:37])=[CH2:36].C([NH+](CC)CC)C.O>C(Cl)Cl>[F:43][C:31]([F:30])([S:39]([O-:42])(=[O:41])=[O:40])[CH2:32][O:33][C:34](=[O:38])[C:35]([CH3:37])=[CH2:36].[CH3:2][O:3][C:4](=[O:29])[CH2:5][C:6]1[C:15]2[C:10](=[CH:11][CH:12]=[CH:13][CH:14]=2)[C:9]([S+:16]([C:17]2[CH:18]=[CH:19][CH:20]=[CH:21][CH:22]=2)[C:23]2[CH:24]=[CH:25][CH:26]=[CH:27][CH:28]=2)=[CH:8][CH:7]=1 |f:0.1,2.3,6.7|. Procedure: (4-(2-methoxy-2-oxoethyl)naphthalen-1-yl)diphenylsulfonium iodide (5 g, 9.76 mmol) and triethylammonium 1,1-difluoro-2-(methacryloyloxy)ethanesulfonate (3.40 g, 10.2 mmol) are dissolved in DCM (200 mL) and water (200 mL) and stirred at 25° C. overnight. The layers are separated, the organic layer washed with water (10×150 mL), and concentrated under reduced pressure to afford the title compound as a white solid. Starting materials: C[Si](C)(C)[N-][Si](C)(C)C.[Li+] (lithium bis(trimethylsilyl)amide), C(#N)C=1C=NC(=CC1)C (3-cyano-6-methylpyridine), FC1=CC=C(C(=O)OCC)C=C1 (ethyl 4-fluorobenzoate), C(=O)=O.C(C)O (Dricold ethanol). Run in C1CCOC1 (THF), O (water). Conditions: time 20 hour. Product: FC1=CC=C(C=C1)C(CC1=NC=C(C#N)C=C1)=O (6-[2-(4-Fluorophenyl)-2-oxoethyl]nicotinonitrile). The yield is 205.4%. Reaction SMILES: [C:1]([C:3]1[CH:4]=[N:5][C:6]([CH3:9])=[CH:7][CH:8]=1)#[N:2].[F:10][C:11]1[CH:21]=[CH:20][C:14]([C:15](OCC)=[O:16])=[CH:13][CH:12]=1.C(=O)=O.C(O)C.C[Si]([N-][Si](C)(C)C)(C)C.[Li+]>C1COCC1.O>[F:10][C:11]1[CH:21]=[CH:20][C:14]([C:15](=[O:16])[CH2:9][C:6]2[CH:7]=[CH:8][C:3]([C:1]#[N:2])=[CH:4][N:5]=2)=[CH:13][CH:12]=1 |f:2.3,4.5|. Procedure: To a solution of 3-cyano-6-methylpyridine (High Force Research Limited) (0.59 g 1,5 mmol) and ethyl 4-fluorobenzoate (0.84 g 5 mmol) (Aldrich) in dry THF (15 ml) stirring under nitrogen at −70° (Dricold/ethanol) was added dropwise lithium bis(trimethylsilyl)amide (10 ml M solution in hexane 10 mmol). The reaction was allowed to warm to room temperature, stirred under nitrogen for 20 hr, poured into water (200 ml) and extracted with ethyl acetate (3×50 ml). The combined extracts were washed with ... Starting materials: COC(C1=CC(=C(C=C1)NC(CC)CC)NC(CC=1SC=CC1)=O)=O (4-(1-ethyl-propylamino)-3-(2-thiophen-2-yl-acetylamino)-benzoic acid methyl ester), Cl (hydrochloric acid). The solvent is O1CCOCC1 (dioxane), O1CCOCC1 (dioxane). Reaction conditions: temperature 120 celsius. Product: COC(=O)C1=CC2=C(N(C(=N2)CC=2SC=CC2)C(CC)CC)C=C1 (1-(1-ethyl-propyl)-2-thiophen-2-ylmethyl-1H-benzoimidazole-5-carboxylic acid methyl ester). Isolated yield 100.9%. RXN SMILES: [CH3:1][O:2][C:3](=[O:25])[C:4]1[CH:9]=[CH:8][C:7]([NH:10][CH:11]([CH2:14][CH3:15])[CH2:12][CH3:13])=[C:6]([NH:16][C:17](=O)[CH2:18][C:19]2[S:20][CH:21]=[CH:22][CH:23]=2)[CH:5]=1.Cl>O1CCOCC1>[CH3:1][O:2][C:3]([C:4]1[CH:9]=[CH:8][C:7]2[N:10]([CH:11]([CH2:14][CH3:15])[CH2:12][CH3:13])[C:17]([CH2:18][C:19]3[S:20][CH:21]=[CH:22][CH:23]=3)=[N:16][C:6]=2[CH:5]=1)=[O:25]. Reported procedure: 0.72 g of 4-(1-ethyl-propylamino)-3-(2-thiophen-2-yl-acetylamino)-benzoic acid methyl ester were dissolved in 5 ml of dry dioxane and 10 ml of 4M hydrochloric acid in dioxane were added. The reaction was heated in a microwave reactor to 120° C. for 10 min and concentrated to yield 0.69 g (100%) of 1-(1-ethyl-propyl)-2-thiophen-2-ylmethyl-1H-benzoimidazole-5-carboxylic acid methyl ester as a brown solid which was used in the next step without further purification.